From a dataset of the Open Reaction Database (ORD), a public repository of structured organic reaction records. describe an organic reaction: reactants, conditions, products, and yield Reactants: CCCCCC, ClCCl, O=S(=O)(Cl)Cl, COCCOCCOc1ccc2c(c1)S(=O)(=O)N(CSc1ccccc1)C2=O. Product: COCCOCCOc1ccc2c(c1)S(=O)(=O)N(CCl)C2=O. Reaction SMILES: [CH3:34][CH2:35][CH2:36][CH2:37][CH2:38][CH3:39].[Cl:40][CH2:41][Cl:42].[S:1]([Cl:2])(=[O:3])([Cl:4])=[O:5].[c:6]1([S:7][CH2:13][N:14]2[S:15](=[O:16])(=[O:17])[c:18]3[cH:19][c:20]([O:26][CH2:27][CH2:28][O:29][CH2:30][CH2:31][O:32][CH3:33])[cH:21][cH:22][c:23]3[C:24]2=[O:25])[cH:8][cH:9][cH:10][cH:11][cH:12]1>>[Cl:4][CH2:13][N:14]1[S:15](=[O:16])(=[O:17])[c:18]2[cH:19][c:20]([O:26][CH2:27][CH2:28][O:29][CH2:30][CH2:31][O:32][CH3:33])[cH:21][cH:22][c:23]2[C:24]1=[O:25]. Starting materials: aldehyde, OC1=CC=2C=3C4=C(C(=CC3NC2C=C1)I)C(NC4=O)=O (9-hydroxy-4-iodopyrrolo[3,4-c]carbazole-1,3(2H,6H)-dione), [Br-].ClC1=C(C[P+](C2=CC=CC=C2)(C2=CC=CC=C2)C2=CC=CC=C2)C=CC(=C1)[N+](=O)[O-] ((2-Chloro-4-nitrobenzyl)(triphenyl)phosphonium bromide), [Li+].CC(C)[N-]C(C)C (LDA), [Li+].CC(C)[N-]C(C)C (LDA), aldehyde. Reaction conditions: time 5 hour. Product: ClC1=C(C=CC(=C1)[N+](=O)[O-])/C=C/C=1NC2=CC=C(C=C2C1)OC (2-[(E)-2-(2-Chloro-4-nitrophenyl)ethenyl]-5-methoxy-1H-indole). Reaction SMILES: [OH:1][C:2]1[CH:14]=[CH:13][C:12]2[NH:11][C:10]3[CH:9]=C(I)C4C(=O)NC(=O)C=4[C:5]=3[C:4]=2[CH:3]=1.[Br-].[Cl:22][C:23]1[CH:48]=[C:47]([N+:49]([O-:51])=[O:50])[CH:46]=[CH:45][C:24]=1[CH2:25][P+](C1C=CC=CC=1)(C1C=CC=CC=1)C1C=CC=CC=1.[Li+].[CH3:53]C([N-]C(C)C)C>>[Cl:22][C:23]1[CH:48]=[C:47]([N+:49]([O-:51])=[O:50])[CH:46]=[CH:45][C:24]=1/[CH:25]=[CH:9]/[C:10]1[NH:11][C:12]2[C:4]([CH:5]=1)=[CH:3][C:2]([O:1][CH3:53])=[CH:14][CH:13]=2 |f:1.2,3.4|. Procedure: The 5-methoxy-1H-indole-2-carbaldehyde (1) was reacted with (2-chloro-4-nitrobenzyl)(triphenyl)phosphonium bromide (559) prepared as described in example 148 using the procedure described in example 37, except that the LDA and aldehyde were (sequentially) added at 0° C., the ratio of LDA:aldehyde was 1.5:1 and the reaction time was 5 h, to give (after crystallisation from CH2Cl2/hexane) the diene (560) as a dark red-brown solid (the pure E isomer) (46%), mp 239–241° C. 1H NMR [(CD3)2SO] δ11.57 (... Reactants: C1CCOC1, O=[N+]([O-])c1ccc2nsnc2c1, O. Yields the product Nc1ccc2nsnc2c1. As a reaction SMILES: [CH2:14]1[O:15][CH2:16][CH2:17][CH2:18]1.[N+:2]([O-:3])(=[O:4])[c:5]1[cH:6][c:7]2[c:8]([n:9][s:10][n:11]2)[cH:12][cH:13]1.[OH2:1]>>[NH2:2][c:5]1[cH:6][c:7]2[c:8]([n:9][s:10][n:11]2)[cH:12][cH:13]1.